Dataset: the Open Reaction Database (ORD), a public repository of structured organic reaction records. Task: describe an organic reaction: reactants, conditions, products, and yield The reactants are solution, CN (methylamine), C(C)OC(CN1C(C=C(C=C1)N1C(=NC(=C1)C#CC=1C=C(C=CC1)C)C)=O)=O ([4-(2-Methyl-4-m-tolylethynyl-imidazol-1-yl)-2-oxo-2H-pyridin-1-yl]-acetic acid ethyl ester). The solvent is C(C)O (ethanol). Conditions: time 16 hour. Yields the product CNC(CN1C(C=C(C=C1)N1C(=NC(=C1)C#CC=1C=C(C=CC1)C)C)=O)=O (N-methyl-2-[4-(2-methyl-4-m-tolylethynyl-imidazol-1-yl)-2-oxo-2H-pyridin-1-yl]-acetamide). Reaction SMILES: [CH3:1][NH2:2].C([O:5][C:6](=O)[CH2:7][N:8]1[CH:13]=[CH:12][C:11]([N:14]2[CH:18]=[C:17]([C:19]#[C:20][C:21]3[CH:22]=[C:23]([CH3:27])[CH:24]=[CH:25][CH:26]=3)[N:16]=[C:15]2[CH3:28])=[CH:10][C:9]1=[O:29])C>C(O)C>[CH3:1][NH:2][C:6](=[O:5])[CH2:7][N:8]1[CH:13]=[CH:12][C:11]([N:14]2[CH:18]=[C:17]([C:19]#[C:20][C:21]3[CH:22]=[C:23]([CH3:27])[CH:24]=[CH:25][CH:26]=3)[N:16]=[C:15]2[CH3:28])=[CH:10][C:9]1=[O:29]. Reported procedure: To 2 ml of a 8M solution of methylamine in ethanol were added 67 mg (0.18 mmol) of [4-(2-methyl-4-m-tolylethynyl-imidazol-1-yl)-2-oxo-2H-pyridin-1-yl]-acetic acid ethyl ester (Example 13). The reaction vessel was closed and the yellow solution was stirred for 16 h at room temperature. The solution was then evaporated to dryness yielding 63 mg of the title compound as a light brown solid, MS: m/e=361.2 (M+H+). The reactants are S1C2=C(C=C1C1(C3=CC=CC=C3C=3C=CC=CC13)O)C=CC=C2 (9-(Benzo[b]thien-2-yl)-9H-fluoren-9-ol), S1C2=C(C=C1)C=CC=C2 (benzo[b]thiophene), C1=CC=CC=2C3=CC=CC=C3C(C12)=O (9-fluorenone). Product: CC=1SC(=CC1)C1(C2=CC=CC=C2C=2C=CC=CC12)O (9-(2-Methylthien-5-yl)-9H-fluoren-9-ol). As a reaction SMILES: [S:1]1[C:5]([C:6]2([OH:19])[C:18]3[CH:17]=[CH:16][CH:15]=[CH:14][C:13]=3[C:12]3[C:7]2=[CH:8][CH:9]=[CH:10][CH:11]=3)=[CH:4][C:3]2C=CC=[CH:23][C:2]1=2.S1C=CC2C=CC=CC1=2.C1C2C(=O)C3C(=CC=CC=3)C=2C=CC=1>>[CH3:23][C:2]1[S:1][C:5]([C:6]2([OH:19])[C:18]3[CH:17]=[CH:16][CH:15]=[CH:14][C:13]=3[C:12]3[C:7]2=[CH:8][CH:9]=[CH:10][CH:11]=3)=[CH:4][CH:3]=1. Reported procedure: 9-(Benzo[b]thien-2-yl)-9H-fluoren-9-ol: from benzo[b]thiophene (thianaphthene) and 9-fluorenone; Starting materials: C1(CCCCC1)N1C(N(CC1)CCCCN1CCC(CC1)C1=C(C=CC=C1)O)=O (3-cyclohexyl-1-[4-[4-(2-hydroxyphenyl)-1-piperidinyl]butan-1-yl]-2-imidazolidinone), C(C)(C)(C)OC(=O)N1CCC(CC1)C1=C(C=CC=C1)O (1-(tert-Butyloxycarbonyl)-4-(2-hydroxyphenyl)piperidine), ClCCCCN1C(N(CC1)C1CCCCC1)=O (1-(4-Chloro-1-butyl)-3-cyclohexyl-2-imidazolidinone), CC(C)=C (Isobutylene), FC(S(=O)(=O)O)(F)F (trifluoromethanesulfonic acid). Run in C(C)N(CC)CC (triethylamine), C(Cl)Cl (methylene chloride). Reaction conditions: temperature -20 celsius, time 3 hour. Product: C(C(=O)O)(=O)O.C1(CCCCC1)N1C(N(CC1)CCCCN1CCC(CC1)C1=C(C=CC=C1)OC(C)(C)C)=O (3-Cyclohexyl-1-[4-[4-[2-(1,1-dimethylethoxy)phenyl]-1-piperidinyl]butan-1-yl]-2-imidazolidinone Oxalate). RXN SMILES: [CH:1]1([N:7]2[CH2:11][CH2:10][N:9]([CH2:12][CH2:13][CH2:14][CH2:15][N:16]3[CH2:21][CH2:20][CH:19]([C:22]4[CH:27]=[CH:26][CH:25]=[CH:24][C:23]=4[OH:28])[CH2:18][CH2:17]3)[C:8]2=[O:29])[CH2:6][CH2:5][CH2:4][CH2:3][CH2:2]1.[C:30]([O:34][C:35](N1CCC(C2C=CC=CC=2O)CC1)=[O:36])([CH3:33])([CH3:32])[CH3:31].ClCCCCN1CCN(C2CCCCC2)[C:56]1=[O:66].CC(=C)C.FC(F)(F)S(O)(=O)=O>C(Cl)Cl.C(N(CC)CC)C>[C:56]([OH:66])(=[O:28])[C:35]([OH:36])=[O:34].[CH:1]1([N:7]2[CH2:11][CH2:10][N:9]([CH2:12][CH2:13][CH2:14][CH2:15][N:16]3[CH2:21][CH2:20][CH:19]([C:22]4[CH:27]=[CH:26][CH:25]=[CH:24][C:23]=4[O:28][C:30]([CH3:33])([CH3:32])[CH3:31])[CH2:18][CH2:17]3)[C:8]2=[O:29])[CH2:2][CH2:3][CH2:4][CH2:5][CH2:6]1 |f:7.8|. Procedure: A solution of 3-cyclohexyl-1-[4-[4-(2-hydroxyphenyl)-1-piperidinyl]butan-1-yl]-2-imidazolidinone (1 g, prepared from 4-(2-hydroxyphenyl)piperidine (described in Example 5) and 1a by the method described in Example 4) in dry methylene chloride (10 ml) was cooled to −20° C. Isobutylene (5 ml, condensed at −25° C.) was added under a nitrogen atmosphere followed by addition of trifluoromethanesulfonic acid (0.4 ml). The mixture was stirred for 3 h at −20° C. followed by addition of triethylamine (2 ...